This data is from the Open Reaction Database (ORD), a public repository of structured organic reaction records. The task is: describe an organic reaction: reactants, conditions, products, and yield As a reaction SMILES: [CH2:13]([c:14]1[cH:15][cH:16][cH:17][cH:18][cH:19]1)[n:20]1[cH:21][cH:22][c:23]2[c:24]1[n:25][c:26]([NH2:30])[n:27][c:28]2[Cl:29].[CH3:1][c:2]1[c:3]([SH:10])[c:4]([CH3:9])[cH:5][c:6]([CH3:8])[cH:7]1.[CH3:32][n:33]1[cH:34][cH:35][cH:36][cH:37][c:38]1=[O:39].[H-:12].[Na+:11].[OH2:31]>>[CH3:1][c:2]1[c:3]([S:10][c:28]2[c:23]3[cH:22][cH:21][n:20]([CH2:13][c:14]4[cH:15][cH:16][cH:17][cH:18][cH:19]4)[c:24]3[n:25][c:26]([NH2:30])[n:27]2)[c:4]([CH3:9])[cH:5][c:6]([CH3:8])[cH:7]1. Yields the product Cc1cc(C)c(Sc2nc(N)nc3c2ccn3Cc2ccccc2)c(C)c1. Reactants: Nc1nc(Cl)c2ccn(Cc3ccccc3)c2n1, Cc1cc(C)c(S)c(C)c1, Cn1ccccc1=O, [H-], [Na+], O. The reactants are NC1=CC(=C(C(=O)OC)C=C1[N+](=O)[O-])COC (methyl 4-amino-2-(methoxymethyl)-5-nitrobenzoate), [Cl-].[NH4+] (ammonium chloride), O1CCCC1 (tetrahydrofuran), CO (methanol), reduced iron. Run in O (water). Reaction conditions: temperature 80 celsius, time 8 hour. The product is NC1=CC(=C(C(=O)OC)C=C1N)COC (methyl 4,5-diamino-2-(methoxymethyl)benzoate). The yield is 105.3%. Reaction SMILES: [NH2:1][C:2]1[C:11]([N+:12]([O-])=O)=[CH:10][C:5]([C:6]([O:8][CH3:9])=[O:7])=[C:4]([CH2:15][O:16][CH3:17])[CH:3]=1.[Cl-].[NH4+].O1CCCC1.CO>O>[NH2:1][C:2]1[C:11]([NH2:12])=[CH:10][C:5]([C:6]([O:8][CH3:9])=[O:7])=[C:4]([CH2:15][O:16][CH3:17])[CH:3]=1 |f:1.2|. Procedure details: To a mixed liquid of 4.70 g of methyl 4-amino-2-(methoxymethyl)-5-nitrobenzoate, 750 mg of ammonium chloride, 47.0 mL of tetrahydrofuran, 94.0 mL of methanol, and 14.0 mL of water was added 7.65 g of reduced iron, followed by stirring at 80° C. overnight. After cooling to room temperature, the insoluble materials were filtered through celite and the filtrate was evaporated under reduced pressure to obtain 4.33 g of methyl 4,5-diamino-2-(methoxymethyl)benzoate as a brown solid. As a reaction SMILES: C(N([CH:7]([CH3:9])[CH3:8])CC)(C)C.[CH:10](NCCNC(C)C)([CH3:12])[CH3:11].FC(F)(F)[C:22]([OH:24])=[O:23].O>CS(C)=O>[C:22]([OH:24])(=[O:23])[C:8]1[CH:7]=[CH:9][CH:12]=[CH:10][CH:11]=1 |f:2.3|. Product: C(C1=CC=CC=C1)(=O)O (benzoic acid). Starting materials: C(C)(C)N(CC)C(C)C (diisopropylethylamine), C(C)(C)NCCNC(C)C (N,N′-diisopropylethylenediamine), resin, FC(C(=O)O)(F)F.O (trifluoroacetic acid water). Conditions: time 16 hour. Reported procedure: 50 ml of DMSO, 2 ml of diisopropylethylamine and 5 ml of N,N′-diisopropylethylenediamine were added to the resin obtained in step 1 to conduct the reaction at 60° C. for 3 days. The reaction solution was removed. The resin was washed with DMSO, DMF and dichloromethane 3 times each and then dried under reduced pressure. 5 g of Fmoc-succinimide and 25 ml of NMP were added to the obtained resin, and they were stirred at room temperature for 16 hours. The superfluous solvent was removed. The resin w... Run in CS(=O)C (DMSO).